From a dataset of the Open Reaction Database (ORD), a public repository of structured organic reaction records. describe an organic reaction: reactants, conditions, products, and yield Starting materials: RC-320, O.O.O=[Al]O[Si](=O)O[Si](=O)O[Al]=O (kaolin clay slurry), [N+](=O)([O-])[O-].[Ce+3].[N+](=O)([O-])[O-].[N+](=O)([O-])[O-] (cerium nitrate), C(C(=O)[O-])(=O)[O-].[V+5].C(C(=O)[O-])(=O)[O-].C(C(=O)[O-])(=O)[O-].C(C(=O)[O-])(=O)[O-].C(C(=O)[O-])(=O)[O-].[V+5] (vanadium oxalate), P(O)(O)(O)=O (phosphoric acid). Run in O (water). Reaction conditions: time 30 minute. Product: P(=O)([O-])([O-])[O-].[N+](=O)([O-])[O-].[Ce+3].[N+](=O)([O-])[O-].[N+](=O)([O-])[O-] (phosphate cerium nitrate), C(C(=O)[O-])(=O)[O-].[V+5].C(C(=O)[O-])(=O)[O-].C(C(=O)[O-])(=O)[O-].C(C(=O)[O-])(=O)[O-].C(C(=O)[O-])(=O)[O-].[V+5] (vanadium oxalate). RXN SMILES: O.O.O=[Al]O[Si](O[Si](O[Al]=O)=O)=O.[P:14](=[O:18])([OH:17])([OH:16])[OH:15].[N+:19]([O-:22])([O-:21])=[O:20].[Ce+3:23].[N+]([O-])([O-])=O.[N+]([O-])([O-])=O.[C:32]([O-:37])(=[O:36])[C:33]([O-:35])=[O:34].[V+5:38].[C:39]([O-:44])(=[O:43])[C:40]([O-:42])=[O:41].[C:45]([O-:50])(=[O:49])[C:46]([O-:48])=[O:47].[C:51]([O-:56])(=[O:55])[C:52]([O-:54])=[O:53].[C:57]([O-:62])(=[O:61])[C:58]([O-:60])=[O:59].[V+5]>O>[P:14]([O-:18])([O-:17])([O-:16])=[O:15].[N+:19]([O-:22])([O-:21])=[O:20].[Ce+3:23].[N+:19]([O-:22])([O-:21])=[O:20].[N+:19]([O-:22])([O-:21])=[O:20].[C:32]([O-:37])(=[O:36])[C:33]([O-:35])=[O:34].[V+5:38].[C:39]([O-:44])(=[O:43])[C:40]([O-:42])=[O:41].[C:45]([O-:50])(=[O:49])[C:46]([O-:48])=[O:47].[C:51]([O-:56])(=[O:55])[C:52]([O-:54])=[O:53].[C:57]([O-:62])(=[O:61])[C:58]([O-:60])=[O:59].[V+5:38] |f:0.1.2,4.5.6.7,8.9.10.11.12.13.14,16.17.18.19.20,21.22.23.24.25.26.27|. Reported procedure: A clay/phosphate/cerium nitrate, vanadium oxalate slurry was prepared by adding 1340 grams of Theile RC-320 kaolin clay slurry to 1795 milliliters of water in a high speed mixer. To this mixture, 192 grams of phosphoric acid was added. Thereafter, 431 grams of cerium nitrate solution and 232 grams of vanadium oxalate solution were added to the slurry. The slurry was then spray dried and then resulting particles were calcined at 650° C. for 30 minutes in a muffle furnace. The calcined particles w... Reactants: N1=CC=C(C=C1)C=1C=C(C(C(=O)O)=CC1)C(=O)O (4-pyridin-4-ylphthalic acid), C(C)OC(C1=CC(C(=O)OCC)=C(C=C1)Br)=O (4-bromoisophthalic acid diethyl ester), N1=CC=C(C=C1)B(O)O (4-pyridine boronic acid), [Li]N1C(CCCC1(C)C)(C)C (lithium 2,2,6,6-tetramethylpiperidide). Run in C1CCOC1 (THF). Yields the product O=C1C=2C=C(C=CC2C2=C1C=NC=C2)C(=O)OCC (ethyl 9-oxo-9H-indeno[2,1-c]pyridine-7-carboxylate). As a reaction SMILES: [N:1]1[CH:6]=[CH:5][C:4](C2C=C(C(O)=O)C(=CC=2)C(O)=O)=[CH:3][CH:2]=1.C(O[C:22](=[O:35])[C:23]1[CH:33]=[CH:32][C:31](Br)=[C:25]([C:26]([O:28][CH2:29][CH3:30])=[O:27])[CH:24]=1)C.N1C=CC(B(O)O)=CC=1.[Li]N1C(C)(C)CCCC1(C)C>C1COCC1>[O:35]=[C:22]1[C:3]2[CH:2]=[N:1][CH:6]=[CH:5][C:4]=2[C:33]2[CH:32]=[CH:31][C:25]([C:26]([O:28][CH2:29][CH3:30])=[O:27])=[CH:24][C:23]1=2. Reported procedure: 9-Oxo-9H-indeno[2,1-c]pyridine-7-carboxylic acid was obtained by allowing 4-pyridin-4-ylphthalic acid [FAB: 244 (M+H)+] which had been synthesized by carrying out the same operations of Reference Examples 27 and 28 using 4-bromoisophthalic acid diethyl ester and 4-pyridine boronic acid to undergo the reaction with lithium 2,2,6,6-tetramethylpiperidide at 0° C. in THF. By carrying out reaction of this compound by the same method of Reference Example 30, ethyl 9-oxo-9H-indeno[2,1-c]pyridine-7-carb...